From a dataset of the Open Reaction Database (ORD), a public repository of structured organic reaction records. describe an organic reaction: reactants, conditions, products, and yield As a reaction SMILES: [NH2:1][CH:2]1[CH2:7][CH2:6][N:5]([CH2:8][CH2:9][N:10]2[C:19]3[C:14](=[N:15][CH:16]=[C:17]([F:22])[C:18]=3[CH2:20][CH3:21])[CH:13]=[CH:12][C:11]2=[O:23])[CH2:4][CH2:3]1.[O:24]1[C:33]2[CH:32]=[C:31]([CH:34]=O)[N:30]=[CH:29][C:28]=2[O:27][CH2:26][CH2:25]1.CO.[BH-](OC(C)=O)(OC(C)=O)OC(C)=O.[Na+].C(Cl)(Cl)[Cl:53]>>[ClH:53].[ClH:53].[O:24]1[C:33]2[CH:32]=[C:31]([CH2:34][NH:1][CH:2]3[CH2:3][CH2:4][N:5]([CH2:8][CH2:9][N:10]4[C:19]5[C:14](=[N:15][CH:16]=[C:17]([F:22])[C:18]=5[CH2:20][CH3:21])[CH:13]=[CH:12][C:11]4=[O:23])[CH2:6][CH2:7]3)[N:30]=[CH:29][C:28]=2[O:27][CH2:26][CH2:25]1 |f:3.4,6.7.8|. Reported procedure: 1-[2-(4-amino-1-piperidinyl)ethyl]-8-ethyl-7-fluoro-1,5-naphthyridin-2(1H)-one (0.056 g, 0.184 mmol) and 2,3-dihydro[1,4]dioxino[2,3-c]pyridine-7-carboxaldehyde (for a synthesis see WO2004058144, Example 2(c) or WO03/087098, Example 19(d)) (0.030 g, 0.184 mmol) was dissolved in CHCl3 (1 ml) and MeOH (0.1 ml) at rt under argon. NaBH(OAc)3 (0.117 g, 0.552 mmol) was then added and the reaction was allowed to stir at rt for 16 h. After which it was purified by chromatography on silica gel (10 g) usi... Starting materials: NC1CCN(CC1)CCN1C(C=CC2=NC=C(C(=C12)CC)F)=O (1-[2-(4-amino-1-piperidinyl)ethyl]-8-ethyl-7-fluoro-1,5-naphthyridin-2(1H)-one), [BH-](OC(=O)C)(OC(=O)C)OC(=O)C.[Na+] (NaBH(OAc)3), C(Cl)(Cl)Cl (CHCl3), O1CCOC=2C=NC(=CC21)C=O (2,3-dihydro[1,4]dioxino[2,3-c]pyridine-7-carboxaldehyde), CO (MeOH). Run at time 16 hour. Isolated yield 48.0%. The product is Cl.Cl.O1CCOC=2C=NC(=CC21)CNC2CCN(CC2)CCN2C(C=CC1=NC=C(C(=C21)CC)F)=O (1-(2-{4-[(2,3-dihydro[1,4]dioxino[2,3-c]pyridin-7-ylmethyl)amino]-1-piperidinyl}ethyl)-8-ethyl-7-fluoro-1,5-naphthyridin-2(1H)-one Dihydrochloride). Starting materials: Cc1nccnc1C(=O)O, CNCc1csc(NC(=O)OC(C)(C)C)n1, C(=NC1CCCCC1)=NC1CCCCC1, ClCCl. Yields the product Cc1nccnc1C(=O)N(C)Cc1csc(NC(=O)OC(C)(C)C)n1. Reaction SMILES: [CH3:17][c:18]1[c:19]([C:24](=[O:25])[OH:26])[n:20][cH:21][cH:22][n:23]1.[CH3:1][NH:2][CH2:3][c:4]1[n:5][c:6]([NH:9][C:10]([O:11][C:12]([CH3:13])([CH3:14])[CH3:15])=[O:16])[s:7][cH:8]1.[CH:27]1([N:28]=[C:29]=[N:30][CH:31]2[CH2:32][CH2:33][CH2:34][CH2:35][CH2:36]2)[CH2:37][CH2:38][CH2:39][CH2:40][CH2:41]1.[Cl:42][CH2:43][Cl:44]>>[CH3:1][N:2]([CH2:3][c:4]1[n:5][c:6]([NH:9][C:10]([O:11][C:12]([CH3:13])([CH3:14])[CH3:15])=[O:16])[s:7][cH:8]1)[C:24]([c:19]1[c:18]([CH3:17])[n:23][cH:22][cH:21][n:20]1)=[O:25]. Reactants: O=C1CCC(=O)N1Br, O=C(OOC(=O)c1ccccc1)c1ccccc1, CCOC(=O)NC1CCCCn2c1nc(-c1ccncn1)cc2=O, CN(C)C=O. Product: CCOC(=O)NC1CCCCn2c1nc(-c1ccncn1)c(Br)c2=O. Reaction SMILES: [Br:25][N:26]1[C:27](=[O:28])[CH2:29][CH2:30][C:31]1=[O:32].[C:33]([O:34][O:35][C:36](=[O:37])[c:38]1[cH:39][cH:40][cH:41][cH:42][cH:43]1)(=[O:44])[c:45]1[cH:46][cH:47][cH:48][cH:49][cH:50]1.[CH2:1]([CH3:2])[O:3][C:4]([NH:5][CH:6]1[c:7]2[n:8]([c:13](=[O:23])[cH:14][c:15](-[c:17]3[n:18][cH:19][n:20][cH:21][cH:22]3)[n:16]2)[CH2:9][CH2:10][CH2:11][CH2:12]1)=[O:24].[CH3:51][N:52]([CH3:53])[CH:54]=[O:55]>>[CH2:1]([CH3:2])[O:3][C:4]([NH:5][CH:6]1[c:7]2[n:8]([c:13](=[O:23])[c:14]([Br:25])[c:15](-[c:17]3[n:18][cH:19][n:20][cH:21][cH:22]3)[n:16]2)[CH2:9][CH2:10][CH2:11][CH2:12]1)=[O:24]. Starting materials: NC1=NNC2=NC=NC(=C21)NC2=CC(=CC=C2)Cl (3-amino-4-(3-chlorophenylamino)-1H-pyrazolo[3,4-d]pyrimidine), C(C)(=O)O (acetic acid), S1C(=NC=C1)C1=CC=C(C=O)C=C1 (4-(thiazol-2-yl)-benzaldehyde). The solvent is CO (methanol). The product is N1N=CC=2C1=NC=NC2 (1H-pyrazolo[3,4-d]pyrimidine). As a reaction SMILES: N[C:2]1[C:10]2[C:5](=[N:6][CH:7]=[N:8][C:9]=2NC2C=CC=C(Cl)C=2)[NH:4][N:3]=1.C(O)(=O)C.S1C=CN=C1C1C=CC(C=O)=CC=1>CO>[NH:4]1[C:5]2=[N:6][CH:7]=[N:8][CH:9]=[C:10]2[CH:2]=[N:3]1. Reported procedure: Analogously to Example 32, 521 mg (2.00 mmol) of 3-amino-4-(3-chlorophenylamino)-1H-pyrazolo[3,4-d]pyrimidine (see Step 1.6) and 343 μl of acetic acid are dissolved in 50 ml of methanol and reacted with 567 mg (3.0 mmol) of 4-(thiazol-2-yl)-benzaldehyde to form 4-(3chloro-phenylamino)-3t{4-(thiazol-2-yl)-phen-1-yl)methyleneamino]-1H-pyrazolo[3,4-d]pyrimidine. The above intermediate is reduced in 30 ml of DMEU with 16 ml (16 mmol) of DIBAL-H and worked up analogously. The crude product is dissolv... Reactants: CN1C2CN(CC1CC2)C(=O)C=2OC(=CC2)C2=CC=C(C=C2)[N+](=O)[O-] ((8-methyl-3,8-diaza-bicyclo[3.2.1]oct-3-yl)-[5-(4-nitro-phenyl)-furan-2-yl]-methanone), C(C)O (ethanol). The reagents and catalysts are [Pd] (palladium on carbon). The solvent is O1CCCC1 (tetrahydrofuran). The product is NC1=CC=C(C=C1)C1=CC=C(O1)C(=O)N1CC2CCC(C1)N2C ([5-(4-Amino-phenyl)-furan-2-yl]-(8-methyl-3,8-diaza-bicyclo[3.2.1]oct-3-yl)-methanone). Reaction SMILES: [CH3:1][N:2]1[CH:7]2[CH2:8][CH2:9][CH:3]1[CH2:4][N:5]([C:10]([C:12]1[O:13][C:14]([C:17]3[CH:22]=[CH:21][C:20]([N+:23]([O-])=O)=[CH:19][CH:18]=3)=[CH:15][CH:16]=1)=[O:11])[CH2:6]2.C(O)C>[Pd].O1CCCC1>[NH2:23][C:20]1[CH:21]=[CH:22][C:17]([C:14]2[O:13][C:12]([C:10]([N:5]3[CH2:6][CH:7]4[N:2]([CH3:1])[CH:3]([CH2:9][CH2:8]4)[CH2:4]3)=[O:11])=[CH:16][CH:15]=2)=[CH:18][CH:19]=1. Procedure details: A mixture of (8-methyl-3,8-diaza-bicyclo[3.2.1]oct-3-yl)-[5-(4-nitro-phenyl)-furan-2-yl]-methanone free base, palladium on carbon (5%, 0.60 g), ethanol (20 ml) and tetrahydrofuran (20 ml) was stirred under hydrogen (530 ml). The crude mixture was purified by chromatography on silica gel with dichloromethane, 10% methanol and 1% aqueous ammonia as solvent gave the title compound as a solid. Mp. 189.7-191.3° C. Yield 1.68 (65%). The reactants are C(C)(C)(C)OC(NCCNC1CCN(CC1)C1=C(C=CC=C1)[N+](=O)[O-])=O ((2-(1-(2-Nitro-phenyl)-piperidin-4-ylamino)-ethyl)-carbamic acid tert-butyl ester), Cl (HCl). The solvent is C(C)(=O)OCC (ethyl acetate). Conditions: time 2 hour. The product is [N+](=O)([O-])C1=C(C=CC=C1)N1CCC(CC1)NCCN (N1-(1-(2-Nitrophenyl)piperidin-4-yl)ethane-1,2-diamine). Reaction SMILES: C(OC(=O)[NH:7][CH2:8][CH2:9][NH:10][CH:11]1[CH2:16][CH2:15][N:14]([C:17]2[CH:22]=[CH:21][CH:20]=[CH:19][C:18]=2[N+:23]([O-:25])=[O:24])[CH2:13][CH2:12]1)(C)(C)C.Cl>C(OCC)(=O)C>[N+:23]([C:18]1[CH:19]=[CH:20][CH:21]=[CH:22][C:17]=1[N:14]1[CH2:13][CH2:12][CH:11]([NH:10][CH2:9][CH2:8][NH2:7])[CH2:16][CH2:15]1)([O-:25])=[O:24]. Reported procedure: A solution of 9 (576 mg, 1.66 mmol) in ethyl acetate (50 mL) was cooled to 0° C. and treated with anhydrous HCl (5 min). The mixture was. stirred at room temperature (2 h). The solvent was removed in vacuo and the residue disolved in dichloromethane and sodium carbonate solution. The aqueous layer was extracted with two additional portions of dichloromethane. The combined organic extracts were washed with brine, dried over Na2SO4, and concentrated under reduced pressure to afford the title compo...